This data is from the Open Reaction Database (ORD), a public repository of structured organic reaction records. The task is: describe an organic reaction: reactants, conditions, products, and yield Reactants: CN(C)CCCCCCO, Cc1ccccc1, N#Cc1cccnc1Cl, [H-], [Na+], [Na]. Yields the product CN(C)CCCCCCOc1ncccc1C#N. As a reaction SMILES: [CH3:1][N:2]([CH2:3][CH2:4][CH2:5][CH2:6][CH2:7][CH2:8][OH:9])[CH3:10].[CH3:23][c:24]1[cH:25][cH:26][cH:27][cH:28][cH:29]1.[Cl:14][c:15]1[n:16][cH:17][cH:18][cH:19][c:20]1[C:21]#[N:22].[H-:12].[Na+:13].[Na:11]>>[CH3:1][N:2]([CH2:3][CH2:4][CH2:5][CH2:6][CH2:7][CH2:8][O:9][c:15]1[n:16][cH:17][cH:18][cH:19][c:20]1[C:21]#[N:22])[CH3:10].